Dataset: the Open Reaction Database (ORD), a public repository of structured organic reaction records. Task: describe an organic reaction: reactants, conditions, products, and yield Run in C(Cl)Cl (DCM), [NH4+].[Cl-] (NH4Cl), C(Cl)Cl (DCM), O (water). Reaction conditions: time 1 hour. Product: FC(C1OCC2=CC=C(C=C12)O)(F)F (3-(trifluoromethyl)-1,3-dihydroisobenzofuran-5-ol). The yield is 75.0%. Reactants: [Si](C)(C)(C(C)(C)C)OC1=CC=C2COC(C2=C1)(O)C(F)(F)F (6-[tert-butyl(dimethyl)silyl]oxy-1-(trifluoromethyl)-3H-isobenzofuran-1-ol), [Si](C)(C)(C(C)(C)C)OC1=CC=C2COC(C2=C1)(O)C(F)(F)F (6-[tert-butyl(dimethyl)silyl]oxy-1-(trifluoromethyl)-3H-isobenzofuran-1-ol), C(C)[SiH](CC)CC (triethylsilane), [F-].C(CCC)[N+](CCCC)(CCCC)CCCC (tetrabutylammonium fluoride), C1CCOC1 (THF). Reported procedure: To a solution of 6-[tert-butyl(dimethyl)silyl]oxy-1-(trifluoromethyl)-3H-isobenzofuran-1-ol (Intermediate 26, 1.2 g, 3.59 mmol) in DCM (20 mL) 2,2,2-trifluoroacetic acid (5.5 ml, 71.77 mmol) and then triethylsilane (2.86 ml, 17.94 mmol) were added and the reaction mixture was stirred for 1 hour at room temperature. The reaction was diluted with DCM (50 ml) and water (30 ml) and two phases were separated. The organic layer was washed with brine (2×20 ml), dried (Na2SO4), filtered and evaporated. ... Reaction SMILES: [Si]([O:8][C:9]1[CH:17]=[C:16]2[C:12]([CH2:13][O:14][C:15]2([C:19]([F:22])([F:21])[F:20])O)=[CH:11][CH:10]=1)(C(C)(C)C)(C)C.C([SiH](CC)CC)C.[F-].C([N+](CCCC)(CCCC)CCCC)CCC.C1COCC1>C(Cl)Cl.O.[NH4+].[Cl-]>[F:22][C:19]([F:20])([F:21])[CH:15]1[C:16]2[C:12](=[CH:11][CH:10]=[C:9]([OH:8])[CH:17]=2)[CH2:13][O:14]1 |f:2.3,7.8|. Solvent: CO (methanol). The yield is 94.2%. Reaction SMILES: [CH3:1][O:2][C:3]1[CH:12]=[CH:11][C:6]2[C:7](=[O:10])[CH2:8][O:9][C:5]=2[C:4]=1[C:13]#[C:14][CH2:15][N:16]1[CH2:21][CH2:20][N:19]([C:22]([O:24][C:25]([CH3:28])([CH3:27])[CH3:26])=[O:23])[CH2:18][CH2:17]1.[NH:29]1[C:37]2[C:32](=[CH:33][CH:34]=[CH:35][CH:36]=2)[C:31]([CH:38]=O)=[N:30]1.N1CCCCC1>CO>[NH:29]1[C:37]2[C:32](=[CH:33][CH:34]=[CH:35][CH:36]=2)[C:31](/[CH:38]=[C:8]2\[O:9][C:5]3[C:4]([C:13]#[C:14][CH2:15][N:16]4[CH2:17][CH2:18][N:19]([C:22]([O:24][C:25]([CH3:28])([CH3:27])[CH3:26])=[O:23])[CH2:20][CH2:21]4)=[C:3]([O:2][CH3:1])[CH:12]=[CH:11][C:6]=3[C:7]\2=[O:10])=[N:30]1. Reported procedure: A solution of tert-butyl 4-[3-(6-methoxy-3-oxo-2,3-dihydrobenzofuran-7-yl)prop-2-ynyl]piperazine-1-carboxylate (0.0500 g, 0.129 mmol) in methanol (3 mL) was added with 1H-indazole-3-carboxaldehyde (0.0198 g, 0.136 mmol) and piperidine (0.0877 g, 0.103 mmol), and the mixture was stirred at 60° C. for 2 hours. The reaction mixture was concentrated, and the resulting residue was purified by silica gel column chromatography (hexane/ethyl acetate) to obtain tert-butyl (Z)-4-(3-{2-[(1H-indazol-3-yl)me... Starting materials: COC1=C(C2=C(C(CO2)=O)C=C1)C#CCN1CCN(CC1)C(=O)OC(C)(C)C (tert-butyl 4-[3-(6-methoxy-3-oxo-2,3-dihydrobenzofuran-7-yl)prop-2-ynyl]piperazine-1-carboxylate), N1N=C(C2=CC=CC=C12)C=O (1H-indazole-3-carboxaldehyde), N1CCCCC1 (piperidine). Run at temperature 60 celsius, time 2 hour. Yields the product N1N=C(C2=CC=CC=C12)\C=C\1/OC2=C(C1=O)C=CC(=C2C#CCN2CCN(CC2)C(=O)OC(C)(C)C)OC (tert-butyl (Z)-4-(3-{2-[(1H-indazol-3-yl)methylene]-6-methoxy-3-oxo-2,3-dihydrobenzofuran-7-yl}prop-2-ynyl)piperazine-1-carboxylate). Procedure details: A solution of 9-(3-Hydroxy-3-methyl-but-1-ynyl)-4-methoxycarbonylmethyl-4,5-dihydro-6-oxa-3-thia-1-aza-benzo[e]azulene-2-carboxylic acid methyl ester (70 mg, 0.117 mmol) in methanol-ammonia (40 mL) was stirred at room temperature for 2 h. Then the mixture was concentrated to afford crude compound which was purified by flash column chromatography (silica gel, EtOAc in hexane from 10% to 20%) to afford [2-Carbamoyl-9-(3-hydroxy-3-methyl-but-1-ynyl)-4,5-dihydro-6-oxa-3-thia-1-aza-benzo[e]azulen-4-y... RXN SMILES: C[O:2][C:3]([C:5]1[S:6][C:7]2[CH:8]([CH2:25][C:26]([O:28][CH3:29])=[O:27])[CH2:9][O:10][C:11]3[CH:18]=[CH:17][C:16]([C:19]#[C:20][C:21]([OH:24])([CH3:23])[CH3:22])=[CH:15][C:12]=3[C:13]=2[N:14]=1)=O.CO.[NH3:32]>>[CH3:29][O:28][C:26](=[O:27])[CH2:25][CH:8]1[C:7]2[S:6][C:5]([C:3](=[O:2])[NH2:32])=[N:14][C:13]=2[C:12]2[CH:15]=[C:16]([C:19]#[C:20][C:21]([OH:24])([CH3:22])[CH3:23])[CH:17]=[CH:18][C:11]=2[O:10][CH2:9]1 |f:1.2|. Reactants: COC(=O)C=1SC=2C(COC3=C(C2N1)C=C(C=C3)C#CC(C)(C)O)CC(=O)OC (9-(3-Hydroxy-3-methyl-but-1-ynyl)-4-methoxycarbonylmethyl-4,5-dihydro-6-oxa-3-thia-1-aza-benzo[e]azulene-2-carboxylic acid methyl ester), CO.N (methanol ammonia). Yields the product COC(CC1COC2=C(C=3N=C(SC13)C(N)=O)C=C(C=C2)C#CC(C)(C)O)=O ([2-Carbamoyl-9-(3-hydroxy-3-methyl-but-1-ynyl)-4,5-dihydro-6-oxa-3-thia-1-aza-benzo[e]azulen-4-yl]-acetic acid methyl ester). As a reaction SMILES: [CH3:12][CH2:13][O:14][CH2:15][CH3:16].[Cl:19][CH2:20][Cl:21].[Na+:18].[OH-:17].[s:1]1[cH:2][c:3]([CH2:10][OH:11])[c:4]2[c:5]1[CH2:6][CH2:7][CH2:8][CH2:9]2>>[s:1]1[cH:2][c:3]([CH:10]=[O:11])[c:4]2[c:5]1[CH2:6][CH2:7][CH2:8][CH2:9]2. The product is O=Cc1csc2c1CCCC2. Reactants: CCOCC, ClCCl, [Na+], [OH-], OCc1csc2c1CCCC2. The reactants are [N+](=O)([O-])C1=C(NC(CCl)=O)C(=CC=C1)[N+](=O)[O-] (2',6'dinitro-2-chloroacetanilide), C(CC)OCCl (chloromethyl n-propyl ether). The solvent is C(Cl)Cl (methylene chloride). Product: ClCC(=O)N(C1=C(C=CC=C1[N+](=O)[O-])[N+](=O)[O-])COCCC (2-chloro-2',6'-dinitro-N-(n-propoxymethyl)acetanilide). Isolated yield 93.0%. As a reaction SMILES: [N+:1]([C:4]1[CH:14]=[CH:13][CH:12]=[C:11]([N+:15]([O-:17])=[O:16])[C:5]=1[NH:6][C:7](=[O:10])[CH2:8][Cl:9])([O-:3])=[O:2].[CH2:18]([O:21][CH2:22]Cl)[CH2:19][CH3:20]>C(Cl)Cl>[Cl:9][CH2:8][C:7]([N:6]([CH2:22][O:21][CH2:18][CH2:19][CH3:20])[C:5]1[C:11]([N+:15]([O-:17])=[O:16])=[CH:12][CH:13]=[CH:14][C:4]=1[N+:1]([O-:3])=[O:2])=[O:10]. Procedure: 2.5 g. of 2',6'dinitro-2-chloroacetanilide, 3.0 ml. of chloromethyl n-propyl ether, 150 ml of methylene chloride and 1.1 gr. of phase transfer catalyst were charged to a round-bottom flask fitted with a mechanical stirrer. To the mixture was added 100 ml. of saturated NA2CO3 in one portion. The resulting mixture was stirred for three-quarter hour at which time GLC showed no starting material indicating the reaction was complete. The product, 2-chloro-2',6'-dinitro-N-(n-propoxymethyl)acetanilide ... Starting materials: CC(=O)Cl, N#Cc1cc(Cl)nc(NN)c1, O, c1ccncc1. Yields the product CC(=O)NNc1cc(C#N)cc(Cl)n1. RXN SMILES: [CH3:12][C:13]([Cl:14])=[O:15].[Cl:1][c:2]1[cH:3][c:4]([C:10]#[N:11])[cH:5][c:6]([NH:8][NH2:9])[n:7]1.[OH2:16].[cH:17]1[cH:18][cH:19][n:20][cH:21][cH:22]1>>[Cl:1][c:2]1[cH:3][c:4]([C:10]#[N:11])[cH:5][c:6]([NH:8][NH:9][C:13]([CH3:12])=[O:15])[n:7]1.